From a dataset of the Open Reaction Database (ORD), a public repository of structured organic reaction records. describe an organic reaction: reactants, conditions, products, and yield The reactants are CCOC(=O)c1c(C)nc2cccc(OCC(C)N)c2c1N, COc1ccc(C(=O)O)cc1OCCO. As a reaction SMILES: [NH2:1][c:2]1[c:3]([C:18](=[O:19])[O:20][CH2:21][CH3:22])[c:4]([CH3:17])[n:5][c:6]2[cH:7][cH:8][cH:9][c:10]([O:12][CH2:13][CH:14]([CH3:15])[NH2:16])[c:11]12.[OH:23][CH2:24][CH2:25][O:26][c:27]1[cH:28][c:29]([C:30](=[O:31])[OH:32])[cH:33][cH:34][c:35]1[O:36][CH3:37]>>[NH2:1][c:2]1[c:3]([C:18](=[O:19])[O:20][CH2:21][CH3:22])[c:4]([CH3:17])[n:5][c:6]2[cH:7][cH:8][cH:9][c:10]([O:12][CH2:13][CH:14]([CH3:15])[NH:16][C:30]([c:29]3[cH:28][c:27]([O:26][CH2:25][CH2:24][OH:23])[c:35]([O:36][CH3:37])[cH:34][cH:33]3)=[O:31])[c:11]12. Product: CCOC(=O)c1c(C)nc2cccc(OCC(C)NC(=O)c3ccc(OC)c(OCCO)c3)c2c1N. Reactants: BrCc1ccccc1Br, O=C([O-])[O-], CNCC=CC#CC(C)(C)C, [K+], [K+]. The product is CN(CC=CC#CC(C)(C)C)Cc1ccccc1Br. RXN SMILES: [Br:18][c:19]1[c:20]([CH2:21][Br:22])[cH:23][cH:24][cH:25][cH:26]1.[C:12](=[O:13])([O-:14])[O-:15].[CH3:1][C:2]([C:3]#[C:4][CH:5]=[CH:6][CH2:7][NH:8][CH3:9])([CH3:10])[CH3:11].[K+:16].[K+:17]>>[CH3:1][C:2]([C:3]#[C:4][CH:5]=[CH:6][CH2:7][N:8]([CH3:9])[CH2:21][c:20]1[c:19]([Br:18])[cH:26][cH:25][cH:24][cH:23]1)([CH3:10])[CH3:11]. Reaction SMILES: [CH2:18]([CH3:19])[O:20][C:21]([CH2:22][c:23]1[cH:24][c:25]([Br:34])[c:26](-[n:29]2[n:30][cH:31][cH:32][cH:33]2)[cH:27][cH:28]1)=[O:35].[CH2:1]([O:2][CH:3]([O:4][CH2:5][CH3:6])[CH2:7][CH:8]([O:9][CH2:10][CH3:11])[O:12][CH2:13][CH3:14])[CH3:15].[Na+:17].[OH-:16].[OH2:36]>>[O:20]=[C:21]([CH2:22][c:23]1[cH:24][c:25]([Br:34])[c:26](-[n:29]2[n:30][cH:31][cH:32][cH:33]2)[cH:27][cH:28]1)[OH:35]. The reactants are CCOC(=O)Cc1ccc(-n2cccn2)c(Br)c1, CCOC(CC(OCC)OCC)OCC, [Na+], [OH-], O. Yields the product O=C(O)Cc1ccc(-n2cccn2)c(Br)c1. Product: C(CCC)OCCOC1=CC=C(C=C1)C=1C=CC2=C(C=C(CCCN2CC(C)C)C(=O)NC2=CC=C(C=C2)S(=O)CC=2N(C=CN2)CCC)C1 (8-[4-(2-butoxyethoxy)phenyl]-1-isobutyl-N-[4-[[[1-propylimidazol-2-yl]methyl]sulfinyl]phenyl]-1,2,3,4-tetrahydro-1-benzoazocine-5-carboxamide). The yield is 59.8%. Conditions: time 1 hour. Run in ClCCl (dichloromethane), ClCCl (dichloromethane). Procedure: To a solution of 8-[4-(2-butoxyethoxy)phenyl]-1-isobutyl-N-[4-[[[1-propylimidazol-2-yl]methyl]sulfanyl]phenyl]-1,2,3,4-tetrahydro-1-benzoazocine-5-carboxamide (400 mg) in dichloromethane (10 ml) was added dropwise a 70% solution of 3-chloro-per-benzoic acid (217 mg) in dichloromethane (10 ml) at −78° C. After stirring as such for 1 hour, dimethyl sulfide (0.1 ml) was added. The mixture was returned to room temperature and stirred for 30 minutes, after which water was added and the mixture was ex... RXN SMILES: [CH2:1]([O:5][CH2:6][CH2:7][O:8][C:9]1[CH:14]=[CH:13][C:12]([C:15]2[CH:16]=[CH:17][C:18]3[N:25]([CH2:26][CH:27]([CH3:29])[CH3:28])[CH2:24][CH2:23][CH2:22][C:21]([C:30]([NH:32][C:33]4[CH:38]=[CH:37][C:36]([S:39][CH2:40][C:41]5[N:42]([CH2:46][CH2:47][CH3:48])[CH:43]=[CH:44][N:45]=5)=[CH:35][CH:34]=4)=[O:31])=[CH:20][C:19]=3[CH:49]=2)=[CH:11][CH:10]=1)[CH2:2][CH2:3][CH3:4].ClC1C=CC=C(C(OO)=[O:58])C=1.CSC.O>ClCCl>[CH2:1]([O:5][CH2:6][CH2:7][O:8][C:9]1[CH:10]=[CH:11][C:12]([C:15]2[CH:16]=[CH:17][C:18]3[N:25]([CH2:26][CH:27]([CH3:28])[CH3:29])[CH2:24][CH2:23][CH2:22][C:21]([C:30]([NH:32][C:33]4[CH:34]=[CH:35][C:36]([S:39]([CH2:40][C:41]5[N:42]([CH2:46][CH2:47][CH3:48])[CH:43]=[CH:44][N:45]=5)=[O:58])=[CH:37][CH:38]=4)=[O:31])=[CH:20][C:19]=3[CH:49]=2)=[CH:13][CH:14]=1)[CH2:2][CH2:3][CH3:4]. The reactants are CSC (dimethyl sulfide), O (water), C(CCC)OCCOC1=CC=C(C=C1)C=1C=CC2=C(C=C(CCCN2CC(C)C)C(=O)NC2=CC=C(C=C2)SCC=2N(C=CN2)CCC)C1 (8-[4-(2-butoxyethoxy)phenyl]-1-isobutyl-N-[4-[[[1-propylimidazol-2-yl]methyl]sulfanyl]phenyl]-1,2,3,4-tetrahydro-1-benzoazocine-5-carboxamide), solution, ClC1=CC(=CC=C1)C(=O)OO (3-chloro-per-benzoic acid). The reactants are ClC=1C=CC2=C([C@@H]3[C@H](C(N(C3)C)=O)C3=C(O2)C=CC=C3)C1 (trans-5-chloro-2,3,3a,12b-tetrahydro-2-methyl-1H-dibenz[2,3:6,7]oxepino[4,5-c]pyrrol-1-one), ClC=1C=CC2=C([C@@H]3[C@@H](C(N(C3)C)=O)C3=C(O2)C=CC=C3)C1 (cis-5-chloro-2,3,3a,12b-tetrahydro-2-methyl-1H-dibenz-[2,3:6,7]oxepino[4,5-c]pyrrol-1-one), [OH-] (hydroxide). Run in C(C)O (ethanol). Product: Cl.ClC1=CC2=C(OC3=C([C@H]([C@@H]2CNC)C(=O)O)C=CC=C3)C=C1 (trans-2-chloro-10,11-dihydro-11[(methylamino)methy]-dibenz[b,f]oxepin-10-carboxylic acid hydrochloride). Isolated yield 22.0%. RXN SMILES: [Cl:1]C1C=CC2OC3C=CC=CC=3[C@H]3C(=[O:13])N(C)C[C@@H]3C=2C=1.[Cl:22][C:23]1[CH:24]=[CH:25][C:26]2[O:37][C:36]3[CH:38]=[CH:39][CH:40]=[CH:41][C:35]=3[C@@H:29]3[C:30](=[O:34])[N:31]([CH3:33])[CH2:32][C@@H:28]3[C:27]=2[CH:42]=1.[OH-]>C(O)C>[ClH:1].[Cl:22][C:23]1[CH:24]=[CH:25][C:26]2[O:37][C:36]3[CH:38]=[CH:39][CH:40]=[CH:41][C:35]=3[C@@H:29]([C:30]([OH:34])=[O:13])[C@H:28]([CH2:32][NH:31][CH3:33])[C:27]=2[CH:42]=1 |f:4.5|. Procedure details: The mixture of lactams (VII) and (VIII) (13.6 grams, 45 mmol, trans/cis ratio 1:2.3), obtained as described under E, was dissolved in ethanol (140 ml). To the solution postassium hydroxide was added (43 grams, 811 mmol), whereupon the mixture was heated to reflux for 18 hours. Part of the ethanol (60 ml) was evaporated and water was added (200 mL). The aqueous phase was extracted twice with toluene (100 ml ). Subsequently toluene (100 ml) was added to the water phase, followed by concentrated hy... Starting materials: Cl (hydrochloric acid), CC1=C(N=C2N1C=CC(=C2)C)CCC2=CC1=C(N=C(O1)N)C=C2 (6-[2-(3,7-dimethylimidazo[1,2-a]pyridin-2-yl)ethyl]-2-aminobenzoxazole). Run in C(C)O (ethanol). Conditions: time 5 minute. Yields the product Cl.Cl.CC1=C(N=C2N1C=CC(=C2)C)CCC2=CC1=C(N=C(O1)N)C=C2 (6-[2-(3,7-dimethylimidazo[1,2-a]pyridin-2-yl)ethyl]-2-aminobenzoxazole dihydrochloride). Reaction SMILES: [ClH:1].[CH3:2][C:3]1[N:7]2[CH:8]=[CH:9][C:10]([CH3:12])=[CH:11][C:6]2=[N:5][C:4]=1[CH2:13][CH2:14][C:15]1[CH:24]=[CH:23][C:18]2[N:19]=[C:20]([NH2:22])[O:21][C:17]=2[CH:16]=1>C(O)C>[ClH:1].[ClH:1].[CH3:2][C:3]1[N:7]2[CH:8]=[CH:9][C:10]([CH3:12])=[CH:11][C:6]2=[N:5][C:4]=1[CH2:13][CH2:14][C:15]1[CH:24]=[CH:23][C:18]2[N:19]=[C:20]([NH2:22])[O:21][C:17]=2[CH:16]=1 |f:3.4.5|. Reported procedure: Conc. hydrochloric acid (1.1 ml) was added to a mixture of 6-[2-(3,7-dimethylimidazo[1,2-a]pyridin-2-yl)ethyl]-2-aminobenzoxazole (1.5 g) in ethanol (9 ml) and the mixture was stirred for 5 minutes at ambient temperature. The isolated crystal was collected by filtration and the resulting crystal was recrystallized from a mixture of ethanol and ethyl acetate to give 6-[2-(3,7-dimethylimidazo[1,2-a]pyridin-2-yl)ethyl]-2-aminobenzoxazole dihydrochloride (0.91 g). Starting materials: CC(=O)O, O, O=C(O)c1cc(Cl)ccc1O, O=C(O)c1cccc([N+](=O)[O-])c1O. Yields the product O=C(O)c1cc(Cl)cc([N+](=O)[O-])c1O. As a reaction SMILES: [CH3:26][C:27](=[O:28])[OH:29].[OH2:25].[OH:14][C:15]([c:16]1[c:17]([OH:18])[cH:19][cH:21][c:22]([Cl:20])[cH:23]1)=[O:24].[OH:1][c:2]1[c:3]([C:4](=[O:5])[OH:6])[cH:7][cH:8][cH:9][c:10]1[N+:11](=[O:12])[O-:13]>>[OH:1][c:2]1[c:3]([C:4](=[O:5])[OH:6])[cH:7][c:8]([Cl:20])[cH:9][c:10]1[N+:11](=[O:12])[O-:13].